The task is: describe an organic reaction: reactants, conditions, products, and yield. This data is from the Open Reaction Database (ORD), a public repository of structured organic reaction records. The reactants are Oc1ccc(Br)cc1, Nc1cc(Br)cc2nc(-c3ccco3)nn12, CN1CCCC1=O. Yields the product Nc1cc(Oc2ccc(Br)cc2)cc2nc(-c3ccco3)nn12. As a reaction SMILES: [Br:17][c:18]1[cH:19][cH:20][c:21]([OH:24])[cH:22][cH:23]1.[Br:1][c:2]1[cH:3][c:4]2[n:5]([c:6]([NH2:8])[cH:7]1)[n:9][c:10](-[c:12]1[o:13][cH:14][cH:15][cH:16]1)[n:11]2.[CH3:25][N:26]1[CH2:27][CH2:28][CH2:29][C:30]1=[O:31]>>[c:2]1([O:24][c:21]2[cH:20][cH:19][c:18]([Br:17])[cH:23][cH:22]2)[cH:3][c:4]2[n:5]([c:6]([NH2:8])[cH:7]1)[n:9][c:10](-[c:12]1[o:13][cH:14][cH:15][cH:16]1)[n:11]2. Starting materials: N1=CC=C(C=C1)CCCCCl (1-(4-pyridinyl)-4-chlorobutane), COC1=CC=C(C=C1)C1CCNCCS1 (hexahydro-7-(4 methoxyphenyl)-1,4-thiazepine), C([O-])(O)=O.[K+] (potassium bicarbonate). Solvent: C(C)#N (acetonitrile). Yields the product COC1=CC=C(C=C1)C1CCN(CCS1)CCCCC1=CC=NC=C1 (Hexahydro-7-(4-methoxyphenyl)-4-[4-(4 pyridinyl)-butyl]-1,4-thiazepine). Isolated yield 37.6%. Reaction SMILES: [N:1]1[CH:6]=[CH:5][C:4]([CH2:7][CH2:8][CH2:9][CH2:10]Cl)=[CH:3][CH:2]=1.[CH3:12][O:13][C:14]1[CH:19]=[CH:18][C:17]([CH:20]2[S:26][CH2:25][CH2:24][NH:23][CH2:22][CH2:21]2)=[CH:16][CH:15]=1.C(=O)(O)[O-].[K+]>C(#N)C>[CH3:12][O:13][C:14]1[CH:15]=[CH:16][C:17]([CH:20]2[S:26][CH2:25][CH2:24][N:23]([CH2:10][CH2:9][CH2:8][CH2:7][C:4]3[CH:5]=[CH:6][N:1]=[CH:2][CH:3]=3)[CH2:22][CH2:21]2)=[CH:18][CH:19]=1 |f:2.3|. Procedure: To 25 mL of acetonitrile is added 1-(4-pyridinyl)-4-chlorobutane (2.00 g, 11.8 mmol), hexahydro-7-(4 methoxyphenyl)-1,4-thiazepine (Example 1) (2.63 g, 11.8 mmol), and anhydrous potassium bicarbonate (2.65 g, 47.2 mmol). The reaction mixture is heated to reflux under an atmosphere of nitrogen for 24 hours. The reaction mixture is then filtered, the filtrate concentrated, and the resulting residue is purified by column chromatography on silica eluting with 98% chloroform, 2% methanol, and 0.1% an...